This data is from the Open Reaction Database (ORD), a public repository of structured organic reaction records. The task is: describe an organic reaction: reactants, conditions, products, and yield Reactants: CC1(C=2C=CC(=CC2C(CC1)(C)C)O)C (5,6,7,8-tetrahydro-5,5,8,8-tetramethyl-2-naphthol), [H-].[Na+] (sodium hydride), IC1=CC=C(C(=O)OC)C=C1 (methyl 4-iodobenzoate). Reagents/catalysts: [Cu](Br)Br (copper bromide). The solvent is N1=CC=CC=C1 (pyridine). Conditions: time 30 minute. The product is CC1(C=2C=CC(=CC2C(CC1)(C)C)OC1=CC=C(C(=O)OC)C=C1)C (methyl 4-(5,6,7,8-tetrahydro-5,5,8,8-tetramethyl-2-naphthyloxy)benzoate). Reaction SMILES: [CH3:1][C:2]1([CH3:15])[CH2:11][CH2:10][C:9]([CH3:13])([CH3:12])[C:8]2[CH:7]=[C:6]([OH:14])[CH:5]=[CH:4][C:3]1=2.[H-].[Na+].I[C:19]1[CH:28]=[CH:27][C:22]([C:23]([O:25][CH3:26])=[O:24])=[CH:21][CH:20]=1>[Cu](Br)Br.N1C=CC=CC=1>[CH3:1][C:2]1([CH3:15])[CH2:11][CH2:10][C:9]([CH3:13])([CH3:12])[C:8]2[CH:7]=[C:6]([O:14][C:19]3[CH:28]=[CH:27][C:22]([C:23]([O:25][CH3:26])=[O:24])=[CH:21][CH:20]=3)[CH:5]=[CH:4][C:3]1=2 |f:1.2|. Reported procedure: 5.3 g (15 mmol) of 5,6,7,8-tetrahydro-5,5,8,8-tetramethyl-2-naphthol and 70 ml of pyridine were introduced into a three-necked flask under a nitrogen stream, and 430 mg (15 mmol) of sodium hydride (80% in oil) were added in small amounts. The mixture was stirred for 30 minutes, 3.9 g (15 mmol) of methyl 4-iodobenzoate and 4.6 g (22.5 mmol) of a copper bromide and dimethyl sulfide complex were added successively and the resulting mixture was heated at reflux for 16 hours. The reaction medium was ... The reactants are ClC=1C=C2C(=NC1I)N(C(=N2)O[C@@H]2CO[C@H]1[C@@H]2OC[C@H]1O)COCC[Si](C)(C)C ((3R,3aR,6R,6aR)-6-(6-chloro-5-iodo-3-(2-trimethylsilanyl-ethoxymethyl)-3H-imidazo[4,5-b]pyridin-2-yloxy)hexahydrofuro[3,2-b]furan-3-ol), B1(OC(C(O1)(C)C)(C)C)C2=CC=C(C=C2)B3OC(C(O3)(C)C)(C)C (1,4-benzenediboronic acid dipinacol ester), C(=O)([O-])[O-].[Na+].[Na+] (Na2CO3). Reaction SMILES: [Cl:1][C:2]1[CH:3]=[C:4]2[N:11]=[C:10]([O:12][C@H:13]3[C@H:17]4[O:18][CH2:19][C@@H:20]([OH:21])[C@H:16]4[O:15][CH2:14]3)[N:9]([CH2:22][O:23][CH2:24][CH2:25][Si:26]([CH3:29])([CH3:28])[CH3:27])[C:5]2=[N:6][C:7]=1I.[B:30]1([C:39]2[CH:44]=[CH:43][C:42](B3OC(C)(C)C(C)(C)O3)=[CH:41][CH:40]=2)[O:34][C:33]([CH3:36])([CH3:35])[C:32]([CH3:38])([CH3:37])[O:31]1.C([O-])([O-])=O.[Na+].[Na+]>O1CCOCC1>[Cl:1][C:2]1[CH:3]=[C:4]2[N:11]=[C:10]([O:12][C@H:13]3[C@H:17]4[O:18][CH2:19][C@@H:20]([OH:21])[C@H:16]4[O:15][CH2:14]3)[N:9]([CH2:22][O:23][CH2:24][CH2:25][Si:26]([CH3:29])([CH3:28])[CH3:27])[C:5]2=[N:6][C:7]=1[C:42]1[CH:43]=[CH:44][C:39]([B:30]2[O:34][C:33]([CH3:36])([CH3:35])[C:32]([CH3:38])([CH3:37])[O:31]2)=[CH:40][CH:41]=1 |f:2.3.4|. Run in O1CCOCC1 (1,4-dioxane). Procedure: A mixture of (3R,3aR,6R,6aR)-6-(6-chloro-5-iodo-3-(2-trimethylsilanyl-ethoxymethyl)-3H-imidazo[4,5-b]pyridin-2-yloxy)hexahydrofuro[3,2-b]furan-3-ol (2.00 g), 1,4-benzenediboronic acid dipinacol ester (2.38 g), Na2CO3 (2 M aqueous solution, 5.42 mL), and 1,4-dioxane (15 mL) is purged for 5 minutes with argon. [1,1′-Bis(diphenylphosphino)-ferrocene]-dichloropalladium(II)-CH2Cl2-complex (PdCl2(dppf)×CH2Cl2) (206 mg) is added and the mixture is stirred over night at 70° C. The reaction mixture is pa... Yields the product ClC=1C=C2C(=NC1C1=CC=C(C=C1)B1OC(C(O1)(C)C)(C)C)N(C(=N2)O[C@@H]2CO[C@H]1[C@@H]2OC[C@H]1O)COCC[Si](C)(C)C ((3R,3aR,6R,6aR)-6-(6-Chloro-5-(4-(4,4,5,5-tetramethyl-1,3,2-dioxaborolan-2-yl)phenyl)-3-(2-trimethylsilanyl-ethoxymethyl)-3H-imidazo[4,5-b]pyridin-2-yloxy)hexahydrofuro[3,2-b]furan-3-ol). Reaction conditions: temperature 70 celsius. Reactants: C1CCOC1, CCOC(=O)Cc1ccc([N+](=O)[O-])c(SCc2ccc(OC)cc2)c1, CCO, [Cl-], [Fe], [NH4+], O. Product: CCOC(=O)Cc1ccc(N)c(SCc2ccc(OC)cc2)c1. As a reaction SMILES: [CH2:31]1[O:32][CH2:33][CH2:34][CH2:35]1.[CH3:1][O:2][c:3]1[cH:4][cH:5][c:6]([CH2:7][S:8][c:9]2[cH:10][c:11]([CH2:18][C:19](=[O:20])[O:21][CH2:22][CH3:23])[cH:12][cH:13][c:14]2[N+:15]([O-:16])=[O:17])[cH:24][cH:25]1.[CH3:28][CH2:29][OH:30].[Cl-:26].[Fe:37].[NH4+:27].[OH2:36]>>[CH3:1][O:2][c:3]1[cH:4][cH:5][c:6]([CH2:7][S:8][c:9]2[cH:10][c:11]([CH2:18][C:19](=[O:20])[O:21][CH2:22][CH3:23])[cH:12][cH:13][c:14]2[NH2:15])[cH:24][cH:25]1. The reactants are C1(CC1)N (cyclopropylamine), ClC(Cl)(OC(OC(Cl)(Cl)Cl)=O)Cl (triphosgene), FC(C1=CC=C(C=C1)[C@H]1NCCC2=CC=CC=C12)(F)F ((R)-1-(4-(trifluoromethyl)phenyl)-1,2,3,4-tetrahydroisoquinoline), C(C)(C)N(CC)C(C)C (diisopropylethylamine). Run in O (H2O), C(Cl)Cl (DCM), C(Cl)Cl (DCM). Run at temperature 0 celsius, time 30 minute. Yields the product C1(CC1)NC(=O)N1[C@@H](C2=CC=CC=C2CC1)C1=CC=C(C=C1)C(F)(F)F ((R)—N-Cyclopropyl-1-(4-(trifluoromethyl)phenyl)-3,4-dihydroisoquinoline-2(1H)-carboxamide). As a reaction SMILES: ClC(Cl)(O[C:5](=[O:11])OC(Cl)(Cl)Cl)Cl.[F:13][C:14]([F:32])([F:31])[C:15]1[CH:20]=[CH:19][C:18]([C@@H:21]2[C:30]3[C:25](=[CH:26][CH:27]=[CH:28][CH:29]=3)[CH2:24][CH2:23][NH:22]2)=[CH:17][CH:16]=1.C([N:36]([CH:39]([CH3:41])[CH3:40])CC)(C)C.C1(N)CC1>C(Cl)Cl.O>[CH:39]1([NH:36][C:5]([N:22]2[CH2:23][CH2:24][C:25]3[C:30](=[CH:29][CH:28]=[CH:27][CH:26]=3)[C@H:21]2[C:18]2[CH:17]=[CH:16][C:15]([C:14]([F:13])([F:31])[F:32])=[CH:20][CH:19]=2)=[O:11])[CH2:41][CH2:40]1. Reported procedure: To a stirred solution of triphosgene (0.05 mL, 0.4 mmol) in DCM (1 mL) at 0° C. was added a mixture of (R)-1-(4-(trifluoromethyl)phenyl)-1,2,3,4-tetrahydroisoquinoline (0.200 g, 0.7 mmol) and diisopropylethylamine (0.1 mL, 0.8 mmol) in DCM (1 mL). After stirring at 0° C. in 30 min, cyclopropylamine (0.04 mL, 0.7 mmol) was added and the mixture was continued to stir at RT for 24 h. H2O was added and layers were separated. The organic extracts were dried over MgSO4, concentrated and purified by IS... The reactants are CN(CCCN=C=NCC)C (N-(3-dimethylaminopropyl)-N′-ethylcarbodiimide), COC=1C=C(CN2C[C@@H](CC2)NC=2N=CC(=NC2)/C=C/C(=O)O)C=CC1 ((2E)-3-(5-{[(3R)-1-(3-methoxybenzyl)-3-pyrrolidinyl]amino}-2-pyrazinyl)acrylic acid), O1C(CCCC1)ON (O-(tetrahydro-2H-pyran-2-yl)hydroxylamine), ON1N=NC2=C1C=CC=C2 (1-hydroxybenzotriazole), C(=O)(O)[O-].[Na+] (NaHCO3). Solvent: CN(C)C=O (DMF). Conditions: time 16.5 hour. Yields the product COC=1C=C(CN2C[C@@H](CC2)NC=2N=CC(=NC2)/C=C/C(=O)NOC2OCCCC2)C=CC1 ((2E)-3-(5-{[(3R)-1-(3-methoxybenzyl)-3-pyrrolidinyl]amino}-2-pyrazinyl)-N-(tetrahydro-2H-pyran-2-yloxy)acrylamide). RXN SMILES: [CH3:1][O:2][C:3]1[CH:4]=[C:5]([CH:24]=[CH:25][CH:26]=1)[CH2:6][N:7]1[CH2:11][CH2:10][C@@H:9]([NH:12][C:13]2[N:14]=[CH:15][C:16](/[CH:19]=[CH:20]/[C:21]([OH:23])=O)=[N:17][CH:18]=2)[CH2:8]1.[O:27]1[CH2:32][CH2:31][CH2:30][CH2:29][CH:28]1[O:33][NH2:34].ON1C2C=CC=CC=2N=N1.CN(C)CCCN=C=NCC.C([O-])(O)=O.[Na+]>CN(C=O)C>[CH3:1][O:2][C:3]1[CH:4]=[C:5]([CH:24]=[CH:25][CH:26]=1)[CH2:6][N:7]1[CH2:11][CH2:10][C@@H:9]([NH:12][C:13]2[N:14]=[CH:15][C:16](/[CH:19]=[CH:20]/[C:21]([NH:34][O:33][CH:28]3[CH2:29][CH2:30][CH2:31][CH2:32][O:27]3)=[O:23])=[N:17][CH:18]=2)[CH2:8]1 |f:4.5|. Procedure details: To a mixture of (2E)-3-(5-{[(3R)-1-(3-methoxybenzyl)-3-pyrrolidinyl]amino}-2-pyrazinyl)acrylic acid (crude of reaction), O-(tetrahydro-2H-pyran-2-yl)hydroxylamine (166.4 mg), and 1-hydroxybenzotriazole (191.9 mg) in DMF (3.4 mL) was added N-(3-dimethylaminopropyl)-N′-ethylcarbodiimide (251 uL), which was stirred at room temperature for 16.5 hours. To the resultant was added sat. NaHCO3 aq. The mixture was extracted with CH2Cl2. The organic phase was washed with brine, dried over Na2SO4, filtered... Starting materials: CC(C)OC(=O)/N=N/C(=O)OC(C)C (DIAD), COC=1C=C(C=C(C1)OC)C#CC1=NNC2=NC=NC(=C21)N (3-((3,5-dimethoxyphenyl)ethynyl)-1H-pyrazolo[3,4-d]pyrimidin-4-amine), C(=O)(OC(C)(C)C)N1CC(CC1)CO (N-Boc-3-hydroxymethylpyrrolidine), C1(=CC=CC=C1)P(C1=CC=CC=C1)C1=CC=CC=C1 (triphenylphosphine). Solvent: C1CCOC1 (THF). Conditions: time 3 hour. Yields the product NC1=C2C(=NC=N1)N(N=C2C#CC2=CC(=CC(=C2)OC)OC)CC2CN(CC2)C(=O)OC(C)(C)C (tert-butyl 3-((4-amino-3-((3,5-dimethoxyphenyl)ethynyl)-1H-pyrazolo[3,4-d]pyrimidin-1-yl)methyl)pyrrolidine-1-carboxylate). Reaction SMILES: CC(OC(/N=N/C(OC(C)C)=O)=O)C.[CH3:15][O:16][C:17]1[CH:18]=[C:19]([C:25]#[C:26][C:27]2[C:35]3[C:30](=[N:31][CH:32]=[N:33][C:34]=3[NH2:36])[NH:29][N:28]=2)[CH:20]=[C:21]([O:23][CH3:24])[CH:22]=1.[C:37]([N:44]1[CH2:48][CH2:47][CH:46]([CH2:49]O)[CH2:45]1)([O:39][C:40]([CH3:43])([CH3:42])[CH3:41])=[O:38].C1(P(C2C=CC=CC=2)C2C=CC=CC=2)C=CC=CC=1>C1COCC1>[NH2:36][C:34]1[N:33]=[CH:32][N:31]=[C:30]2[N:29]([CH2:49][CH:46]3[CH2:47][CH2:48][N:44]([C:37]([O:39][C:40]([CH3:41])([CH3:43])[CH3:42])=[O:38])[CH2:45]3)[N:28]=[C:27]([C:26]#[C:25][C:19]3[CH:18]=[C:17]([O:16][CH3:15])[CH:22]=[C:21]([O:23][CH3:24])[CH:20]=3)[C:35]=12. Procedure details: DIAD (197 μl) was added to a suspension of 3-((3,5-dimethoxyphenyl)ethynyl)-1H-pyrazolo[3,4-d]pyrimidin-4-amine (148 mg) obtained in Example 1 (Step 1), N-Boc-3-hydroxymethylpyrrolidine (154 mg), polymer supported triphenylphosphine (up to 3.0 mmol/g, 334 mg) in THF (5.0 ml), followed by stirring at room temperature for 3 hours. The insoluble matter was filtered out, and the solvent was distilled off under reduced pressure. The resulting residue was purified by basic silica gel column chromatogr... The reactants are Cl.NC=1C=NC2=CC=C(C=C2C1NC)C (3-amino-6-methyl-4-(methylamino)quinoline hydrochloride), C(CO)(=O)O (glycolic acid), Cl (hydrochloric acid), [OH-].[Na+] (sodium hydroxide). Yields the product O.Cl.CN1C(=NC=2C=NC=3C=CC(=CC3C21)C)CO (1,8-dimethyl-2-hydroxymethyl-1H-imidazo[4,5-c]quinoline hydrochloride hydrate). Reaction SMILES: [ClH:1].[NH2:2][C:3]1[CH:4]=[N:5][C:6]2[C:11]([C:12]=1[NH:13][CH3:14])=[CH:10][C:9]([CH3:15])=[CH:8][CH:7]=2.[C:16]([OH:20])(=O)[CH2:17][OH:18].Cl.[OH-].[Na+]>>[OH2:18].[ClH:1].[CH3:14][N:13]1[C:12]2[C:11]3[CH:10]=[C:9]([CH3:15])[CH:8]=[CH:7][C:6]=3[N:5]=[CH:4][C:3]=2[N:2]=[C:17]1[CH2:16][OH:20] |f:0.1,4.5,6.7.8|. Procedure details: A mixture of 4.5 g (0.020 mole) of 3-amino-6-methyl-4-(methylamino)quinoline hydrochloride (from Example 32), 3.8 g (0.050 mole) of glycolic acid and 75 ml of 4 N hydrochloric acid was heated at its reflux temperature for two hours. The solution was cooled, and 50% aqueous sodium hydroxide was then added to make the solution slightly basic. The precipitate was separated by filtration and washed with water. The solid was redissolved in dilute hydrochloric acid and reprecipitated with ammonium hyd... The reactants are FC(C=1C=CC2=C(SC(=C2)C(=O)OC)C1)(F)F (methyl 6-(trifluoromethyl)benzo[b]thiophene-2-carboxylate), O.[OH-].[Li+] (lithium hydroxide monohydrate), O (water). The solvent is CO (methanol). Reaction conditions: temperature 75 celsius, time 2 hour. The product is FC(C=1C=CC2=C(SC(=C2)C(=O)O)C1)(F)F (6-(trifluoromethyl)benzo[b]thiophene-2-carboxylic acid). Isolated yield 93.8%. As a reaction SMILES: [F:1][C:2]([F:17])([F:16])[C:3]1[CH:4]=[CH:5][C:6]2[CH:10]=[C:9]([C:11]([O:13]C)=[O:12])[S:8][C:7]=2[CH:15]=1.O.[OH-].[Li+].O>CO>[F:16][C:2]([F:1])([F:17])[C:3]1[CH:4]=[CH:5][C:6]2[CH:10]=[C:9]([C:11]([OH:13])=[O:12])[S:8][C:7]=2[CH:15]=1 |f:1.2.3|. Procedure: A mixture of 400 mg of methyl 6-(trifluoromethyl)benzo[b]thiophene-2-carboxylate, 105 mg of lithium hydroxide monohydrate, 3 ml of water and 9 ml of methanol was stirred at 75° C. for 2 hours. The reaction mixture was cooled to room temperature, and then concentrated under reduced pressure. To the residue was added water, and then washed with tert-butyl methyl ether 3 times. To the aqueous layer was added concentrated hydrochloric acid, and then extracted with chloroform 3 times. The combined or...